This data is from the Open Reaction Database (ORD), a public repository of structured organic reaction records. The task is: describe an organic reaction: reactants, conditions, products, and yield Reactants: solution, C(C(=O)Cl)(=O)Cl (oxalylchloride), N1=C(C=CC=C1C)C (2,6-lutidine), ClC=1C=C(C=CC1S(=O)(=O)C)[C@H](C(=O)NC1=NN(C=C1)CCC(=O)O)CC1CCCC1 (3-{3-[2(R)-(3-chloro-4-methanesulfonyl-phenyl)-3-cyclopentyl-propionylamino]-pyrazol-1-yl}-propionic acid), C(C1=CC=CC=C1)N (benzylamine). The solvent is C(Cl)Cl (methylene chloride), C(Cl)Cl (methylene chloride). Run at temperature 25 celsius, time 1 hour. Product: C(C1=CC=CC=C1)NC(=O)CCN1N=C(C=C1)NC([C@H](CC1CCCC1)C1=CC(=C(C=C1)S(=O)(=O)C)Cl)=O (N-[1-(2-benzylcarbamoyl-ethyl)-1H-pyrazol-3-yl]-2(R)-(3-chloro-4-methanesulfonyl-phenyl)-3-cyclopentyl-propionamide). The yield is 31.0%. Reaction SMILES: [Cl:1][C:2]1[CH:3]=[C:4]([C@@H:12]([CH2:26][CH:27]2[CH2:31][CH2:30][CH2:29][CH2:28]2)[C:13]([NH:15][C:16]2[CH:20]=[CH:19][N:18]([CH2:21][CH2:22][C:23](O)=[O:24])[N:17]=2)=[O:14])[CH:5]=[CH:6][C:7]=1[S:8]([CH3:11])(=[O:10])=[O:9].C(Cl)(=O)C(Cl)=O.N1C(C)=CC=CC=1C.[CH2:46]([NH2:53])[C:47]1[CH:52]=[CH:51][CH:50]=[CH:49][CH:48]=1>C(Cl)Cl>[CH2:46]([NH:53][C:23]([CH2:22][CH2:21][N:18]1[CH:19]=[CH:20][C:16]([NH:15][C:13](=[O:14])[C@@H:12]([C:4]2[CH:5]=[CH:6][C:7]([S:8]([CH3:11])(=[O:9])=[O:10])=[C:2]([Cl:1])[CH:3]=2)[CH2:26][CH:27]2[CH2:31][CH2:30][CH2:29][CH2:28]2)=[N:17]1)=[O:24])[C:47]1[CH:52]=[CH:51][CH:50]=[CH:49][CH:48]=1. Reported procedure: To a solution containing 3-{3-[2(R)-(3-chloro-4-methanesulfonyl-phenyl)-3-cyclopentyl-propionylamino]-pyrazol-1-yl}-propionic acid (prepared in example 9, 50 mg, 0.11 mmol) in methylene chloride (2 mL), was then added a 2.0 M solution of oxalylchloride in methylene chloride (59 μL, 0.12 mmol) at 0° C. and allowed to stir at 25° C. for 1 h, after which time 2,6-lutidine (17 μL, 0.15 mmol) was added to the solution at 0° C. After 1 h, benzylamine (12 μL, 0.11 mmol) was added and the reaction was a... Reactants: Cl, COCc1cc(-c2cccc(C(O)(c3cn(C(c4ccccc4)(c4ccccc4)c4ccccc4)cn3)C(C)C)c2)ccc1F, c1ccncc1. Yields the product COCc1cc(-c2cccc(C(O)(c3c[nH]cn3)C(C)C)c2)ccc1F. As a reaction SMILES: [ClH:46].[F:1][c:2]1[c:3]([CH2:43][O:44][CH3:45])[cH:4][c:5](-[c:8]2[cH:9][c:10]([C:14]([CH:15]([CH3:16])[CH3:17])([OH:18])[c:19]3[n:20][cH:21][n:22]([C:24]([c:25]4[cH:26][cH:27][cH:28][cH:29][cH:30]4)([c:31]4[cH:32][cH:33][cH:34][cH:35][cH:36]4)[c:37]4[cH:38][cH:39][cH:40][cH:41][cH:42]4)[cH:23]3)[cH:11][cH:12][cH:13]2)[cH:6][cH:7]1.[n:47]1[cH:48][cH:49][cH:50][cH:51][cH:52]1>>[F:1][c:2]1[c:3]([CH2:43][O:44][CH3:45])[cH:4][c:5](-[c:8]2[cH:9][c:10]([C:14]([CH:15]([CH3:16])[CH3:17])([OH:18])[c:19]3[n:20][cH:21][nH:22][cH:23]3)[cH:11][cH:12][cH:13]2)[cH:6][cH:7]1. Reactants: Brc1cccc2[nH]ncc12, C1COCCO1, CC1(C)OB(c2ccc3cc(NC(=O)c4ccsc4)ccc3c2)OC1(C)C, [K+], [K+], O=C([O-])[O-], O, [Pd]. Product: O=C(Nc1ccc2cc(-c3cccc4[nH]ncc34)ccc2c1)c1ccsc1. RXN SMILES: [Br:1][c:2]1[c:3]2[cH:4][n:5][nH:6][c:7]2[cH:8][cH:9][cH:10]1.[CH2:44]1[O:45][CH2:46][CH2:47][O:48][CH2:49]1.[CH3:11][C:12]1([CH3:13])[C:14]([CH3:15])([CH3:16])[O:17][B:18]([c:19]2[cH:20][c:21]3[cH:22][cH:23][c:24]([NH:29][C:30](=[O:31])[c:32]4[cH:33][s:34][cH:35][cH:36]4)[cH:25][c:26]3[cH:27][cH:28]2)[O:37]1.[K+:38].[K+:39].[O-:40][C:41]([O-:42])=[O:43].[OH2:51].[Pd:50]>>[c:2]1(-[c:19]2[cH:20][c:21]3[cH:22][cH:23][c:24]([NH:29][C:30](=[O:31])[c:32]4[cH:33][s:34][cH:35][cH:36]4)[cH:25][c:26]3[cH:27][cH:28]2)[c:3]2[cH:4][n:5][nH:6][c:7]2[cH:8][cH:9][cH:10]1. Starting materials: C(C1=CC=CC=C1)OC(=O)NC=1C(NC(=CC1)CCC1=CC=CC=C1)=O (3-benzyloxycarbonylamino-6-phenethylpyrid-2-one), [H-].[Na+] (NaH), BrCC(=O)OC(C)(C)C (tert-Butyl bromoacetate). Solvent: CN(C=O)C (dimethylformamide), O (water). Run at time 1.5 hour. Product: C(C1=CC=CC=C1)OC(=O)NC=1C(N(C(=CC1)CCC1=CC=CC=C1)CC(=O)OC(C)(C)C)=O (tert-butyl (3-benzyloxycarbonylamino-2-oxo-6-phenethyl-1,2-dihydro-1-pyridyl)acetate). The yield is 26.5%. Reaction SMILES: [CH2:1]([O:8][C:9]([NH:11][C:12]1[C:13](=[O:26])[NH:14][C:15]([CH2:18][CH2:19][C:20]2[CH:25]=[CH:24][CH:23]=[CH:22][CH:21]=2)=[CH:16][CH:17]=1)=[O:10])[C:2]1[CH:7]=[CH:6][CH:5]=[CH:4][CH:3]=1.[H-].[Na+].Br[CH2:30][C:31]([O:33][C:34]([CH3:37])([CH3:36])[CH3:35])=[O:32]>CN(C)C=O.O>[CH2:1]([O:8][C:9]([NH:11][C:12]1[C:13](=[O:26])[N:14]([CH2:30][C:31]([O:33][C:34]([CH3:37])([CH3:36])[CH3:35])=[O:32])[C:15]([CH2:18][CH2:19][C:20]2[CH:21]=[CH:22][CH:23]=[CH:24][CH:25]=2)=[CH:16][CH:17]=1)=[O:10])[C:2]1[CH:7]=[CH:6][CH:5]=[CH:4][CH:3]=1 |f:1.2|. Reported procedure: Using a similar procedure to that of Example 1.d., above, 3-benzyloxycarbonylamino-6-phenethylpyrid-2-one (1.64 g) was suspended in dry dimethylformamide (20 mL) and to this suspension was added NaH (0.22 g of a 60% mineral oil dispersion). The mixture was stirred for 1.5 h, at which point all solids were in solution. tert-Butyl bromoacetate (0.92 g) was added, and the mixture was stirred overnight. The mixture was diluted with water (100 mL) and extracted with ethyl acetate (four times). The ex... Reactants: COC(CC(CC(CC(CC(=O)OC)NC(C)=O)O)NC(C)=O)=O (3,7-diacetylamino-5-hydroxy-1,9-nonanedioic acid dimethyl ester), Cl.Cl.COC(CC(CC(CC(CC(=O)OC)N)=O)N)=O (3,7-diamino-5-oxo-1,9-nonanedioic acid dimethyl ester dihydrochloride). Product: Cl.Cl.Cl.Cl.COC(CC(CC(CC(CC(CC(CC(CC(CC(=O)OC)N)O)N)=O)N)O)N)=O (3,7,11,15-tetramino-5,13-dihydroxy-9-oxo-1,17 heptadecanedioic acid dimethyl ester tetrahydrochloride). Reaction SMILES: CO[C:3](=[O:24])[CH2:4][CH:5]([NH:20]C(=O)C)[CH2:6][CH:7]([OH:19])[CH2:8][CH:9]([NH:15]C(=O)C)[CH2:10][C:11]([O:13][CH3:14])=[O:12].[ClH:25].Cl.[CH3:27][O:28][C:29](=[O:44])[CH2:30][CH:31]([NH2:43])[CH2:32][C:33](=[O:42])[CH2:34][CH:35]([NH2:41])[CH2:36]C(OC)=O>>[ClH:25].[ClH:25].[ClH:25].[ClH:25].[CH3:27][O:28][C:29](=[O:44])[CH2:30][CH:31]([NH2:43])[CH2:32][CH:33]([OH:42])[CH2:34][CH:35]([NH2:41])[CH2:36][C:3](=[O:24])[CH2:4][CH:5]([NH2:20])[CH2:6][CH:7]([OH:19])[CH2:8][CH:9]([NH2:15])[CH2:10][C:11]([O:13][CH3:14])=[O:12] |f:1.2.3,4.5.6.7.8|. Procedure: When an equivalent quantity of 3,7-diacetylamino-5-hydroxy-1,9-nonanedioic acid dimethyl ester is substituted for the N-acetyl-3-aminoglutaric acid dimethyl ester of Example 6 and the procedures detailed therein substantially repeated there is obtained 3,7,11,15-tetramino-5,13-dihydroxy-9-oxo-1,17 heptadecanedioic acid dimethyl ester tetrahydrochloride which has the following structural formula ##STR28##